This data is from the Open Reaction Database (ORD), a public repository of structured organic reaction records. The task is: describe an organic reaction: reactants, conditions, products, and yield Reactants: F[B-](F)(F)F, CC(C)(C)c1ccc(CNCCc2ccc(F)c(Cl)c2)cc1, CCN(C(C)C)C(C)C, O=C(O)c1cc(Cl)cc2cc[nH]c12, CN(C)C=O, O, CN(C)C(On1nnc2ccccc21)=[N+](C)C. Product: CC(C)(C)c1ccc(CN(CCc2ccc(F)c(Cl)c2)C(=O)c2cc(Cl)cc3cc[nH]c23)cc1. RXN SMILES: [B-:14]([F:15])([F:16])([F:17])[F:18].[C:45]([CH3:46])([CH3:47])([CH3:48])[c:49]1[cH:50][cH:51][c:52]([CH2:53][NH:54][CH2:55][CH2:56][c:57]2[cH:58][c:59]([Cl:64])[c:60]([F:63])[cH:61][cH:62]2)[cH:65][cH:66]1.[CH:36]([N:37]([CH2:38][CH3:39])[CH:40]([CH3:41])[CH3:42])([CH3:43])[CH3:44].[Cl:1][c:2]1[cH:3][c:4]2[cH:5][cH:6][nH:7][c:8]2[c:9]([C:11](=[O:12])[OH:13])[cH:10]1.[O:67]=[CH:68][N:69]([CH3:70])[CH3:71].[OH2:72].[n:19]1([O:20][C:21]([N:22]([CH3:23])[CH3:24])=[N+:25]([CH3:26])[CH3:27])[c:28]2[cH:29][cH:30][cH:31][cH:32][c:33]2[n:34][n:35]1>>[Cl:1][c:2]1[cH:3][c:4]2[cH:5][cH:6][nH:7][c:8]2[c:9]([C:11](=[O:13])[N:54]([CH2:53][c:52]2[cH:51][cH:50][c:49]([C:45]([CH3:46])([CH3:47])[CH3:48])[cH:66][cH:65]2)[CH2:55][CH2:56][c:57]2[cH:58][c:59]([Cl:64])[c:60]([F:63])[cH:61][cH:62]2)[cH:10]1. Reactants: CCCCCCCCCO, [Rh]. Product: CCCCCCCCC=O. As a reaction SMILES: [CH2:1]([CH2:2][CH2:3][CH2:4][CH2:5][CH2:6][CH2:7][CH2:8][CH3:9])[OH:10].[Rh:11]>>[CH:1]([CH2:2][CH2:3][CH2:4][CH2:5][CH2:6][CH2:7][CH2:8][CH3:9])=[O:10]. Reactants: COC1=C(NC=C1)C=O (3-Methoxypyrrole-2-carboxaldehyde), C1(=CC=CC=C1)C=1OC=2C(=C3CC(NC3=CC2)=O)N1 (2-phenyl-6,8-dihydro-oxazolo[4,5-e]indol-7-one), Cl (hydrochloric acid), O (water). The reagents and catalysts are N1CCCCC1 (piperidine). Run in CN(C)C=O (DMF). Conditions: temperature 90 celsius, time 1 hour. The product is COC1=C(NC=C1)\C=C\1/C(NC=2C=CC3=C(N=C(O3)C3=CC=CC=C3)C21)=O ((Z)-6,8-dihydro-8-[(3-methoxy-1H-pyrrol-2-yl)methylene]-2-phenyl-7H-pyrrolo[3,2-e]benzoxazol-7-one). As a reaction SMILES: [CH3:1][O:2][C:3]1[CH:7]=[CH:6][NH:5][C:4]=1[CH:8]=O.[C:10]1([C:16]2[O:17][C:18]3[C:19]([N:28]=2)=[C:20]2[C:24](=[CH:25][CH:26]=3)[NH:23][C:22](=[O:27])[CH2:21]2)[CH:15]=[CH:14][CH:13]=[CH:12][CH:11]=1.O.Cl>N1CCCCC1.CN(C=O)C>[CH3:1][O:2][C:3]1[CH:7]=[CH:6][NH:5][C:4]=1/[CH:8]=[C:21]1\[C:22](=[O:27])[NH:23][C:24]2[CH:25]=[CH:26][C:18]3[O:17][C:16]([C:10]4[CH:15]=[CH:14][CH:13]=[CH:12][CH:11]=4)=[N:28][C:19]=3[C:20]\1=2. Procedure: 3-Methoxypyrrole-2-carboxaldehyde (15 mg, 0.12 mmol) (prepared according to F. Bellamy et. al., J. Chem. Research (S) (1979), 18-19; J. Chem Research (M) (1979) 0101-0116), piperidine (3 drops)(Aldrich), and 2-phenyl-6,8-dihydro-oxazolo[4,5-e]indol-7-one (25 mg, 0.10 mmol)(from Example 2) were dissolved in DMF (1 mL). The mixture was heated to 90° C. and stirred at that temperature for 1 h. The mixture was cooled, poured into water, and acidified with concentrated hydrochloric acid. The mixture ... Starting materials: [OH-].[Na+] (sodium hydroxide), ClC1=CC=2NC3=CC=CC=C3SC2C=C1 (2-chlorophenothiazine), BrCCCCl (1-bromo-3-chloropropane), C(CCC)[N+](CCCC)(CCCC)CCCC (tetrabutylammonium). Solvent: CC(CC(C)=O)C (4-methylpentan-2-one). Reaction conditions: time 48 hour. Product: ClC1=CC=2N(C3=CC=CC=C3SC2C=C1)CCCCl (2-chloro-10-(3-chloropropyl)phenothiazine). Reaction SMILES: [OH-].[Na+].[Cl:3][C:4]1[CH:17]=[CH:16][C:15]2[S:14][C:13]3[C:8](=[CH:9][CH:10]=[CH:11][CH:12]=3)[NH:7][C:6]=2[CH:5]=1.Br[CH2:19][CH2:20][CH2:21][Cl:22].C([N+](CCCC)(CCCC)CCCC)CCC>CC(C)CC(=O)C>[Cl:3][C:4]1[CH:17]=[CH:16][C:15]2[S:14][C:13]3[C:8](=[CH:9][CH:10]=[CH:11][CH:12]=3)[N:7]([CH2:19][CH2:20][CH2:21][Cl:22])[C:6]=2[CH:5]=1 |f:0.1|. Procedure: 40 ml of a sodium hydroxide solution (50% by weight) are added to a solution of 2.34 g (10 mmol) of 2-chlorophenothiazine, 4.73 g (30 mmol) of 1-bromo-3-chloropropane and 0.34 g (1 mmol) of tetrabutylammonium hydrogenosulfate in 40 ml of 4-methylpentan-2-one. The mixture is stirred at ambient temperature for 48 hours. After customary treatment of the organic phase, drying over sodium sulfate, evaporation of the solvent and purification by chromatography on silica gel, 2.17 g of pure product are ... Starting materials: CO, Cc1cc(-c2cc([N+](=O)[O-])ccc2Cl)cc2nnc(Nc3ccc(S(=O)(=O)NCCN4CCCC4)cc3)nc12. Product: Cc1cc(-c2cc(N)ccc2Cl)cc2nnc(Nc3ccc(S(=O)(=O)NCCN4CCCC4)cc3)nc12. Reaction SMILES: [CH3:40][OH:41].[Cl:1][c:2]1[c:3](-[c:11]2[cH:12][c:13]3[c:14]([n:15][c:16]([NH:19][c:20]4[cH:21][cH:22][c:23]([S:26](=[O:27])(=[O:28])[NH:29][CH2:30][CH2:31][N:32]5[CH2:33][CH2:34][CH2:35][CH2:36]5)[cH:24][cH:25]4)[n:17][n:18]3)[c:37]([CH3:39])[cH:38]2)[cH:4][c:5]([N+:8]([O-:9])=[O:10])[cH:6][cH:7]1>>[Cl:1][c:2]1[c:3](-[c:11]2[cH:12][c:13]3[c:14]([n:15][c:16]([NH:19][c:20]4[cH:21][cH:22][c:23]([S:26](=[O:27])(=[O:28])[NH:29][CH2:30][CH2:31][N:32]5[CH2:33][CH2:34][CH2:35][CH2:36]5)[cH:24][cH:25]4)[n:17][n:18]3)[c:37]([CH3:39])[cH:38]2)[cH:4][c:5]([NH2:8])[cH:6][cH:7]1.